This data is from the Open Reaction Database (ORD), a public repository of structured organic reaction records. The task is: describe an organic reaction: reactants, conditions, products, and yield Reactants: ClCl (chlorine), C(C=1C(O)=CC=CC1)(=O)OC (methyl salicylate). Run in C(Cl)(Cl)Cl (chloroform). Yields the product ClC1=CC=C(C(C(=O)OC)=C1)O (methyl 5-chlorosalicylate). As a reaction SMILES: [Cl:1]Cl.[C:3]([O:12][CH3:13])(=[O:11])[C:4]1[C:5](=[CH:7][CH:8]=[CH:9][CH:10]=1)[OH:6]>C(Cl)(Cl)Cl>[Cl:1][C:9]1[CH:10]=[C:4]([C:3]([O:12][CH3:13])=[O:11])[C:5]([OH:6])=[CH:7][CH:8]=1. Procedure details: A 85.2 g quantity of chlorine gas was absorbed in a mixture of 152 g (1.0 mole) of methyl salicylate and 500 ml of chloroform at less than 20° C. over a period of 6 hours while the mixture was stirred. The resulting reaction mixture was washed with water and the chloroform was removed. The residue was subjected to fractional distillation at reduced pressure to provide 152 g (81.5%) of a fraction at 117° to 120° C. and 8 mmHg., M.P. 51° C. The reactants are CN(C)c1ccncc1, ClCCl, CC(C)C(NC(=O)C(CSC(c1ccccc1)(c1ccccc1)c1ccccc1)NC(=O)C(CC(=O)NC(O)C=CCCSC(c1ccccc1)(c1ccccc1)c1ccccc1)Cc1ccccc1)C(O)CC(=O)O. The product is CC(C)C1NC(=O)C(CSC(c2ccccc2)(c2ccccc2)c2ccccc2)NC(=O)C(Cc2ccccc2)CC(=O)NC(C=CCCSC(c2ccccc2)(c2ccccc2)c2ccccc2)OOC(=O)CC1O. RXN SMILES: [CH3:77][N:78]([c:79]1[cH:80][cH:81][n:82][cH:83][cH:84]1)[CH3:85].[Cl:86][CH2:87][Cl:88].[OH:1][CH:2]([CH2:3][C:4](=[O:5])[OH:6])[CH:7]([CH:8]([CH3:9])[CH3:10])[NH:11][C:12]([CH:13]([CH2:14][S:15][C:16]([c:17]1[cH:18][cH:19][cH:20][cH:21][cH:22]1)([c:23]1[cH:24][cH:25][cH:26][cH:27][cH:28]1)[c:29]1[cH:30][cH:31][cH:32][cH:33][cH:34]1)[NH:35][C:36]([CH:37]([CH2:38][c:39]1[cH:40][cH:41][cH:42][cH:43][cH:44]1)[CH2:45][C:46]([NH:47][CH:48]([CH:49]=[CH:50][CH2:51][CH2:52][S:53][C:54]([c:55]1[cH:56][cH:57][cH:58][cH:59][cH:60]1)([c:61]1[cH:62][cH:63][cH:64][cH:65][cH:66]1)[c:67]1[cH:68][cH:69][cH:70][cH:71][cH:72]1)[OH:73])=[O:74])=[O:75])=[O:76]>>[OH:1][CH:2]1[CH2:3][C:4](=[O:6])[O:5][O:73][CH:48]([CH:49]=[CH:50][CH2:51][CH2:52][S:53][C:54]([c:55]2[cH:56][cH:57][cH:58][cH:59][cH:60]2)([c:61]2[cH:62][cH:63][cH:64][cH:65][cH:66]2)[c:67]2[cH:68][cH:69][cH:70][cH:71][cH:72]2)[NH:47][C:46](=[O:74])[CH2:45][CH:37]([CH2:38][c:39]2[cH:40][cH:41][cH:42][cH:43][cH:44]2)[C:36](=[O:75])[NH:35][CH:13]([CH2:14][S:15][C:16]([c:17]2[cH:18][cH:19][cH:20][cH:21][cH:22]2)([c:23]2[cH:24][cH:25][cH:26][cH:27][cH:28]2)[c:29]2[cH:30][cH:31][cH:32][cH:33][cH:34]2)[C:12](=[O:76])[NH:11][CH:7]1[CH:8]([CH3:9])[CH3:10]. Reactants: O.O.[N+](=O)([O-])C1=CC=C(O[Na])C=C1 (4-Nitrophenoxy sodium dihydrate), Cl.C(C)N(CCCl)CC (2-(diethylamino)ethylchloride hydrochloride), C([O-])([O-])=O.[K+].[K+] (potassium carbonate), O (water). Run in C=1(C(=CC=CC1)C)C (xylene). Product: C(C)N(CC)CCOC1=CC=C(C=C1)[N+](=O)[O-] (N,N-diethyl-2-(4-nitrophenoxy)ethylamine). Yield: 79.5%. RXN SMILES: O.O.[N+:3]([C:6]1[CH:13]=[CH:12][C:9]([O:10][Na])=[CH:8][CH:7]=1)([O-:5])=[O:4].Cl.[CH2:15]([N:17]([CH2:21][CH3:22])[CH2:18][CH2:19]Cl)[CH3:16].C(=O)([O-])[O-].[K+].[K+].O>C1(C)C(C)=CC=CC=1>[CH2:15]([N:17]([CH2:21][CH2:22][O:10][C:9]1[CH:12]=[CH:13][C:6]([N+:3]([O-:5])=[O:4])=[CH:7][CH:8]=1)[CH2:18][CH3:19])[CH3:16] |f:0.1.2,3.4,5.6.7|. Procedure details: 4-Nitrophenoxy sodium dihydrate (29.39 g), 2-(diethylamino)ethylchloride hydrochloride (25.60 g), potassium carbonate (30.17 g) and water (60 ml) were added into xylene (100 ml) and the mixture was heat-refluxed for 2 hours while mixing and continuously removing water by azeotropic distillation. After reaction, insolubles were removed by filtration. Filtrate was added with ethyl acetate (100 ml) and extracted 3 times with 1N HCl (100 ml). Aqueous layer was adjusted to pH 10 with 1N sodium hydrox...